The task is: describe an organic reaction: reactants, conditions, products, and yield. This data is from the Open Reaction Database (ORD), a public repository of structured organic reaction records. Reactants: CO, O=C(O)c1nc(CCl)n(-c2ccc(Cl)cc2C(=O)c2ccccc2Cl)n1, Cl, [GeH4]. Yields the product COC(=O)c1nc(CCl)n(-c2ccc(Cl)cc2C(=O)c2ccccc2Cl)n1. As a reaction SMILES: [CH3:29][OH:30].[Cl:2][c:3]1[c:4]([C:5](=[O:6])[c:7]2[c:8](-[n:14]3[n:15][c:16]([C:21](=[O:22])[OH:23])[n:17][c:18]3[CH2:19][Cl:20])[cH:9][cH:10][c:11]([Cl:13])[cH:12]2)[cH:24][cH:25][cH:26][cH:27]1.[ClH:1].[GeH4:28]>>[Cl:2][c:3]1[c:4]([C:5](=[O:6])[c:7]2[c:8](-[n:14]3[n:15][c:16]([C:21]([O:22][CH3:29])=[O:23])[n:17][c:18]3[CH2:19][Cl:20])[cH:9][cH:10][c:11]([Cl:13])[cH:12]2)[cH:24][cH:25][cH:26][cH:27]1.